Dataset: the Open Reaction Database (ORD), a public repository of structured organic reaction records. Task: describe an organic reaction: reactants, conditions, products, and yield Starting materials: S-4,6-dimethylpyrimidin-2-ylthiocarbonate, N[C@H]1C(N([C@@H]1CC=C)C(=C(C)C)C(=O)OC)=O ((3R,4R)-3-amino-1-(1-methoxycarbonyl-2-methyl-1-propenyl)-4-(2-propenyl)-2-azetidinone), C1=CC=CC=C1 (Benzene). Run in O1CCOCC1 (dioxane), O1CCOCC1 (dioxane). Run at time 16 hour. Product: C(C1=CC=CC=C1)OC(=O)N[C@H]1C(N([C@@H]1CC=C)C(=C(C)C)C(=O)OC)=O ((3R, 4R)-3-benzyloxycarbonylamino-1-(1-methoxycarbonyl-2-methyl-1-propenyl)-4-(2-propenyl)-2-azetidinone). Isolated yield 97.0%. Reaction SMILES: [NH2:1][C@@H:2]1[C@@H:5]([CH2:6][CH:7]=[CH2:8])[N:4]([C:9]([C:13]([O:15][CH3:16])=[O:14])=[C:10]([CH3:12])[CH3:11])[C:3]1=[O:17].[CH:18]1[CH:23]=[CH:22][CH:21]=[CH:20][CH:19]=1>O1CCOCC1>[CH2:16]([O:15][C:13]([NH:1][C@@H:2]1[C@@H:5]([CH2:6][CH:7]=[CH2:8])[N:4]([C:9]([C:13]([O:15][CH3:16])=[O:14])=[C:10]([CH3:12])[CH3:11])[C:3]1=[O:17])=[O:14])[C:18]1[CH:23]=[CH:22][CH:21]=[CH:20][CH:19]=1. Reported procedure: 5.05 g (21.2 mmol) of (3R,4R)-3-amino-1-(1-methoxycarbonyl-2-methyl-1-propenyl)-4-(2-propenyl)-2-azetidinone [6] was dissolved in 30 ml of dioxane, and a dioxane solution (60 ml) of 6.4 g (23.3 mmol) of S-4,6-dimethylpyrimidin-2-ylthiocarbonate was added dropwise to the solution at room temperature. The mixture was stirred at room temperature for 16 hours. Benzene (100 ml) was added to the reaction solution, and the insoluble materials were separated by filtration. The filtrate was concentrated,... The reactants are CC(=O)O, CCOC(=O)C(F)(F)CN(c1nc(Cl)ncc1[N+](=O)[O-])C(C)C, Cl, [Fe], O. The product is CC(C)N1CC(F)(F)C(=O)Nc2cnc(Cl)nc21. Reaction SMILES: [C:24]([OH:25])(=[O:26])[CH3:27].[Cl:1][c:2]1[n:3][cH:4][c:5]([N+:21]([O-:22])=[O:23])[c:6]([N:8]([CH2:9][C:10]([C:11](=[O:12])[O:13][CH2:14][CH3:15])([F:16])[F:17])[CH:18]([CH3:19])[CH3:20])[n:7]1.[ClH:28].[Fe:30].[OH2:29]>>[Cl:1][c:2]1[n:3][cH:4][c:5]2[c:6]([n:7]1)[N:8]([CH:18]([CH3:19])[CH3:20])[CH2:9][C:10]([F:16])([F:17])[C:11](=[O:12])[NH:21]2. Reactants: BrC=1C=NC=C(C1)Br (3,5-dibromopyridine), FC=1C=CC(=C(C#N)C1)B1OC(C(O1)(C)C)(C)C (5-fluoro-2-(4,4,5,5-tetramethyl-[1,3,2]dioxaborolan-2-yl)benzonitrile), Tetrakis-(triphenylphosphine)palladium(0). The solvent is COCCOC (1,2-dimethoxyethane), C([O-])([O-])=O.[Na+].[Na+] (sodium carbonate), O (water). The product is BrC=1C=C(C=NC1)C1=C(C#N)C=C(C=C1)F (2-(5-bromopyridin-3-yl)-5-fluorobenzonitrile). The yield is 90.2%. As a reaction SMILES: Br[C:2]1[CH:3]=[N:4][CH:5]=[C:6]([Br:8])[CH:7]=1.[F:9][C:10]1[CH:11]=[CH:12][C:13](B2OC(C)(C)C(C)(C)O2)=[C:14]([CH:17]=1)[C:15]#[N:16]>COCCOC.C(=O)([O-])[O-].[Na+].[Na+].O>[Br:8][C:6]1[CH:7]=[C:2]([C:13]2[CH:12]=[CH:11][C:10]([F:9])=[CH:17][C:14]=2[C:15]#[N:16])[CH:3]=[N:4][CH:5]=1 |f:3.4.5|. Procedure: A solution of 3,5-dibromopyridine (1.0 g, 4.2 mmol) and 5-fluoro-2-(4,4,5,5-tetramethyl-[1,3,2]dioxaborolan-2-yl)benzonitrile (0.95 g, 3.8 mmol) in 1,2-dimethoxyethane (20 ml) and 2N sodium carbonate solution (10 ml) was degassed with nitrogen for 30 min. Tetrakis-(triphenylphosphine)palladium(0) (89 mg, 0.08 mmol) was added and the mixture heated under reflux for 18 h. The mixture was allowed to cool to ambient temperature, diluted with water (10 ml) then extracted with ethyl acetate (2×100 ml)... Reactants: ClC1=CC=C(OC2=CC=C(C=C2)O)C=C1 (4(4-chlorophenoxy)-phenol), C(C=C)Br (allyl bromide), C([O-])([O-])=O.[K+].[K+] (potassium carbonate). Run in C(CCC)O (butanol). Product: C(C=C)OC1=CC=C(C=C1)OC1=CC=C(C=C1)Cl (4(4-chlorophenoxy)-phenyl allyl ether). Yield: 100.8%. Reaction SMILES: [Cl:1][C:2]1[CH:15]=[CH:14][C:5]([O:6][C:7]2[CH:12]=[CH:11][C:10]([OH:13])=[CH:9][CH:8]=2)=[CH:4][CH:3]=1.[CH2:16](Br)[CH:17]=[CH2:18].C(=O)([O-])[O-].[K+].[K+]>C(O)CCC>[CH2:18]([O:13][C:10]1[CH:11]=[CH:12][C:7]([O:6][C:5]2[CH:14]=[CH:15][C:2]([Cl:1])=[CH:3][CH:4]=2)=[CH:8][CH:9]=1)[CH:17]=[CH2:16] |f:2.3.4|. Procedure details: 42 g of 4(4-chlorophenoxy)-phenol and 48 g of allyl bromide were heated at the boil at a reflux condenser, while stirring and adding 50 g of potassium carbonate, in 500 ml of butanol for 4 hours. Inorganic salts were then separated from the reaction solution by suction-filtration, the solvent was vaporized and the residue was distilled under greatly reduced pressure. 50 g of 4(4-chlorophenoxy)-phenyl allyl ether were obtained, boiling point: 173°-175° C. under a pressure of 2-3 mm mercury.